This data is from the Open Reaction Database (ORD), a public repository of structured organic reaction records. The task is: describe an organic reaction: reactants, conditions, products, and yield Procedure details: Using Method S above, 3-aminophenyl boronic acid (0.16 g, 1.0 mmol) (Lancaster) was coupled with (Z)-4-bromo-1,3-dihydro-3-[(3-methoxy-1H-pyrrol-2-yl)methylene]-2H-indol-2-one (0.3 g, 0.94 mmol) (Starting Material 7) using (Ph3P)4Pd (0.11 g) as catalyst in aqueous 2M Na2CO3 (0.94 mL, 1.88 mmol) and DME (20 mL) at reflux for 1 day to produce (Z)-4-(3-aminophenyl)-1,3-dihydro-3-[(3-methoxy-1H-pyrrol-2-yl)methylene]-2H-indol-2-one (yield: 0.2 g, 65%). Reagents/catalysts: C=1C=CC(=CC1)[P](C=2C=CC=CC2)(C=3C=CC=CC3)[Pd]([P](C=4C=CC=CC4)(C=5C=CC=CC5)C=6C=CC=CC6)([P](C=7C=CC=CC7)(C=8C=CC=CC8)C=9C=CC=CC9)[P](C=1C=CC=CC1)(C=1C=CC=CC1)C=1C=CC=CC1 ((Ph3P)4Pd). RXN SMILES: [NH2:1][C:2]1[CH:3]=[C:4](B(O)O)[CH:5]=[CH:6][CH:7]=1.Br[C:12]1[CH:20]=[CH:19][CH:18]=[C:17]2[C:13]=1/[C:14](=[CH:22]/[C:23]1[NH:24][CH:25]=[CH:26][C:27]=1[O:28][CH3:29])/[C:15](=[O:21])[NH:16]2.C([O-])([O-])=O.[Na+].[Na+]>C1C=CC([P]([Pd]([P](C2C=CC=CC=2)(C2C=CC=CC=2)C2C=CC=CC=2)([P](C2C=CC=CC=2)(C2C=CC=CC=2)C2C=CC=CC=2)[P](C2C=CC=CC=2)(C2C=CC=CC=2)C2C=CC=CC=2)(C2C=CC=CC=2)C2C=CC=CC=2)=CC=1.COCCOC>[NH2:1][C:2]1[CH:3]=[C:4]([C:12]2[CH:20]=[CH:19][CH:18]=[C:17]3[C:13]=2/[C:14](=[CH:22]/[C:23]2[NH:24][CH:25]=[CH:26][C:27]=2[O:28][CH3:29])/[C:15](=[O:21])[NH:16]3)[CH:5]=[CH:6][CH:7]=1 |f:2.3.4,^1:39,41,60,79|. The product is NC=1C=C(C=CC1)C1=C2/C(/C(NC2=CC=C1)=O)=C/C=1NC=CC1OC ((Z)-4-(3-aminophenyl)-1,3-dihydro-3-[(3-methoxy-1H-pyrrol-2-yl)methylene]-2H-indol-2-one). The reactants are NC=1C=C(C=CC1)B(O)O (3-aminophenyl boronic acid), C(=O)([O-])[O-].[Na+].[Na+] (Na2CO3), BrC1=C2/C(/C(NC2=CC=C1)=O)=C/C=1NC=CC1OC ((Z)-4-bromo-1,3-dihydro-3-[(3-methoxy-1H-pyrrol-2-yl)methylene]-2H-indol-2-one), BrC1=C2/C(/C(NC2=CC=C1)=O)=C/C=1NC=CC1OC ((Z)-4-bromo-1,3-dihydro-3-[(3-methoxy-1H-pyrrol-2-yl)methylene]-2H-indol-2-one). Run in COCCOC (DME). Isolated yield 64.2%. Starting materials: IC=1C=C(C=CC1)N1C(NC(C1)=O)=O (1-(3-Iodophenyl)imidazolidine-2,4-dione), Cl (HCl), [H-].[Na+] (sodium hydride), C(C1=CC=CC=C1)Br (Benzyl bromide). The solvent is CN(C)C=O (DMF). Run at time 20 minute. Yields the product C(C1=CC=CC=C1)N1C(N(CC1=O)C1=CC(=CC=C1)I)=O (3-Benzyl-1-(3-iodophenyl)imidazolidine-2,4-dione). As a reaction SMILES: [I:1][C:2]1[CH:3]=[C:4]([N:8]2[CH2:12][C:11](=[O:13])[NH:10][C:9]2=[O:14])[CH:5]=[CH:6][CH:7]=1.[H-].[Na+].[CH2:17](Br)[C:18]1[CH:23]=[CH:22][CH:21]=[CH:20][CH:19]=1.Cl>CN(C=O)C>[CH2:17]([N:10]1[C:11](=[O:13])[CH2:12][N:8]([C:4]2[CH:5]=[CH:6][CH:7]=[C:2]([I:1])[CH:3]=2)[C:9]1=[O:14])[C:18]1[CH:23]=[CH:22][CH:21]=[CH:20][CH:19]=1 |f:1.2|. Procedure: 1-(3-Iodophenyl)imidazolidine-2,4-dione (0.5 g) was taken up in dry DMF (10 ml) and treated with sodium hydride (60% oil dispersion, 73 mg) and stirred for 20 min under nitrogen. Benzyl bromide (0.295 ml) was added and stirring continued for 3 h. 2M HCl (100 ml) was added and the mixture extracted with EtOAc. The combined extracts were washed with saturated aqueous sodium hydrogen carbonate (50 ml), brine (50 ml) and dried (MgSO4). This was recrystallised from MeOH to give the title compound (0.... The solvent is C(C)(=O)OCC (ethyl acetate). Reaction SMILES: [CH2:1]([O:8][C:9](=[O:56])[CH2:10][C:11]1([CH2:45][C:46]([O:48]CC2C=CC=CC=2)=[O:47])[C:17](=[O:18])[N:16]([C:19]([CH:31]([CH3:33])[CH3:32])([C:23]2[CH:28]=[CH:27][C:26]([O:29][CH3:30])=[CH:25][CH:24]=2)[C:20](=[O:22])[NH2:21])[C:15]2[CH:34]=[CH:35][CH:36]=[CH:37][C:14]=2[N:13]([C:38]2[CH:43]=[CH:42][CH:41]=[CH:40][CH:39]=2)[C:12]1=[O:44])[C:2]1[CH:7]=[CH:6][CH:5]=[CH:4][CH:3]=1>C(OCC)(=O)C.[Pd]>[CH2:1]([O:8][C:9]([CH2:10][C:11]1([CH2:45][C:46]([OH:48])=[O:47])[C:17](=[O:18])[N:16]([C:19]([CH:31]([CH3:33])[CH3:32])([C:23]2[CH:28]=[CH:27][C:26]([O:29][CH3:30])=[CH:25][CH:24]=2)[C:20](=[O:22])[NH2:21])[C:15]2[CH:34]=[CH:35][CH:36]=[CH:37][C:14]=2[N:13]([C:38]2[CH:43]=[CH:42][CH:41]=[CH:40][CH:39]=2)[C:12]1=[O:44])=[O:56])[C:2]1[CH:3]=[CH:4][CH:5]=[CH:6][CH:7]=1. Yields the product C(C1=CC=CC=C1)OC(=O)CC1(C(N(C2=C(N(C1=O)C(C(N)=O)(C1=CC=C(C=C1)OC)C(C)C)C=CC=C2)C2=CC=CC=C2)=O)CC(=O)O ({3-(Benzyloxycarbonyl-methyl)-1-[isopropyl-(4-methoxy-phenyl)-carbamoylmethyl]-2,4-dioxo-5-phenyl-2,3,4,5-tetrahydro-1H-benzo[b][1,4]diazepin-3-yl}acetic acid). Yield: 32.6%. Run at time 2.5 hour. Procedure: 450 mg (0.6 mmols) of {3-(Benzyloxycarbonyl-methyl)-1-[isopropyl-(4-methoxy-phenyl)-carbamoylmethyl]-2,4-dioxo-5-phenyl-2,3,4,5-tetrahydro-1H-benzo[b][1,4]diazepin-3-yl}acetic acid benzyl ester, prepared as in Intermediate 27, is dissolved in 100 mL of ethyl acetate and 45 mg of 10% Pd/C is added. The reaction mixture is then kept under a hydrogen atmosphere with stirring for 2.5 h. The solution is then filtered through celite and the solvent is removed in vacuo. The resulting white solid is pur... Reagents/catalysts: [Pd] (Pd/C). Starting materials: C(C1=CC=CC=C1)OC(CC1(C(N(C2=C(N(C1=O)C(C(N)=O)(C1=CC=C(C=C1)OC)C(C)C)C=CC=C2)C2=CC=CC=C2)=O)CC(=O)OCC2=CC=CC=C2)=O ({3-(Benzyloxycarbonyl-methyl)-1-[isopropyl-(4-methoxy-phenyl)-carbamoylmethyl]-2,4-dioxo-5-phenyl-2,3,4,5-tetrahydro-1H-benzo[b][1,4]diazepin-3-yl}acetic acid benzyl ester), Intermediate 27. Reactants: C1CCOC1, Cl, COC(C(=O)NC1CSc2ccccc2N(Cc2cc(F)cc(F)c2)C1=O)C1OC(C)(C)OC(C=CC(C)(C)C)C1O, [Na+], [OH-]. Yields the product COC(C(=O)NC1CSc2ccccc2N(Cc2cc(F)cc(F)c2)C1=O)C(O)C(O)C(O)C=CC(C)(C)C. As a reaction SMILES: [CH2:46]1[O:47][CH2:48][CH2:49][CH2:50]1.[ClH:43].[F:1][c:2]1[cH:3][c:4]([CH2:5][N:6]2[C:7](=[O:38])[CH:8]([NH:17][C:18]([CH:19]([O:20][CH3:21])[CH:22]3[O:23][C:24]([CH3:35])([CH3:36])[O:25][CH:26]([CH:29]=[CH:30][C:31]([CH3:32])([CH3:33])[CH3:34])[CH:27]3[OH:28])=[O:37])[CH2:9][S:10][c:11]3[c:12]2[cH:13][cH:14][cH:15][cH:16]3)[cH:39][c:40]([F:42])[cH:41]1.[Na+:45].[OH-:44]>>[F:1][c:2]1[cH:3][c:4]([CH2:5][N:6]2[C:7](=[O:38])[CH:8]([NH:17][C:18]([CH:19]([O:20][CH3:21])[CH:22]([OH:23])[CH:27]([CH:26]([OH:25])[CH:29]=[CH:30][C:31]([CH3:32])([CH3:33])[CH3:34])[OH:28])=[O:37])[CH2:9][S:10][c:11]3[c:12]2[cH:13][cH:14][cH:15][cH:16]3)[cH:39][c:40]([F:42])[cH:41]1. Starting materials: [N+](=O)([O-])C=1C=C(C=CC1)C=1C=C2CC(CC2=CC1)NS(=O)(=O)C(C)C (N-[5-(3-nitrophenyl)-2,3-dihydro-1H-inden-2-yl]-2-propanesulfonamide). Reagents/catalysts: [Pd] (palladium on charcoal). Run in C(C)O (ethanol). Reaction conditions: time 24 hour. The product is NC=1C=C(C=CC1)C=1C=C2CC(CC2=CC1)NS(=O)(=O)C(C)C (N-[5-(3-aminophenyl)-2,3-dihydro-1H-inden-2-yl]-2-propanesulfonamide). Isolated yield 81.4%. As a reaction SMILES: [N+:1]([C:4]1[CH:5]=[C:6]([C:10]2[CH:11]=[C:12]3[C:16](=[CH:17][CH:18]=2)[CH2:15][CH:14]([NH:19][S:20]([CH:23]([CH3:25])[CH3:24])(=[O:22])=[O:21])[CH2:13]3)[CH:7]=[CH:8][CH:9]=1)([O-])=O>C(O)C.[Pd]>[NH2:1][C:4]1[CH:5]=[C:6]([C:10]2[CH:11]=[C:12]3[C:16](=[CH:17][CH:18]=2)[CH2:15][CH:14]([NH:19][S:20]([CH:23]([CH3:25])[CH3:24])(=[O:22])=[O:21])[CH2:13]3)[CH:7]=[CH:8][CH:9]=1. Reported procedure: A solution of Intermediate 3 (430 mg, 1.19 mmol) in ethanol (10 ml) was treated with 10% palladium on charcoal (paste) (100 mg), and then stirred under an atmosphere of hydrogen at room temperature and pressure for 24 h. The mixture was filtered through a bed of kieselguhr and washed through with ethanol. The filtrate was removed under reduced pressure to give the title compound as a colourless solid (320 mg, 81%); mass spectrum: (ES−): Found 329 (MH−); C18H22N2O2S requires 330; 1H-NMR (400 MHz,... Reactants: C[C@@]12C=CC[C@H]1C=1C=CC=3C=C(C=CC3C1CC2)O (estra-1,3,5( 10),6,8,16-hexaen-3-ol), N1=CC=CC=C1 (pyridine), C(C)(=O)OC(C)=O (acetic anhydride). Run in C(C)(=O)OCC (ethyl acetate), C(C)(=O)OCC (ethyl acetate). Yields the product C(C)(=O)OC1=CC=2C=CC=3[C@@H]4CC=C[C@@]4(C)CCC3C2C=C1 (Estra-1,3,5(10),6,8,16-hexaen-3-yl acetate). As a reaction SMILES: [CH3:1][C@:2]12[CH2:18][CH2:17][C:16]3[C:15]4[CH:14]=[CH:13][C:12]([OH:19])=[CH:11][C:10]=4[CH:9]=[CH:8][C:7]=3[C@@H:6]1[CH2:5][CH:4]=[CH:3]2.N1C=CC=CC=1.[C:26](OC(=O)C)(=[O:28])[CH3:27]>C(OCC)(=O)C>[C:26]([O:19][C:12]1[CH:13]=[CH:14][C:15]2[C:16]3[CH2:17][CH2:18][C@@:2]4([CH3:1])[C@@H:6]([CH2:5][CH:4]=[CH:3]4)[C:7]=3[CH:8]=[CH:9][C:10]=2[CH:11]=1)(=[O:28])[CH3:27]. Reported procedure: A solution of estra-1,3,5( 10),6,8,16-hexaen-3-ol Q8, 148.8 mg, 0.5944 mmol) in anh. pyridine (2.0 mL, 25 mmol) and acetic anhydride (0.28 mL, 3.0 mmol) was stirred 6 h, after which ethyl acetate (20 mL) was added. See FIG. 16. The mixture was washed with three 10 mL portions of 1 N hydrochloric acid+10 mL of saturated sodium bicarbonate+10 mL of brine, dried over sodium sulfate, and filtered. The residue was washed with 5 mL of ethyl acetate and the combined filtrates were concentrated under re...